Dataset: the Open Reaction Database (ORD), a public repository of structured organic reaction records. Task: describe an organic reaction: reactants, conditions, products, and yield The reactants are O=C(OCc1ccccc1)c1ccc([O-])cc1, CN(C)C=O, Fc1c(F)c(F)c(C(F)(F)F)c(F)c1F, [K+], [K]. The product is O=C(OCc1ccccc1)c1ccc(Oc2c(F)c(F)c(F)c(F)c2C(F)(F)F)cc1. As a reaction SMILES: [CH2:16]([c:17]1[cH:18][cH:19][cH:20][cH:21][cH:22]1)[O:23][C:24](=[O:25])[c:26]1[cH:27][cH:28][c:29]([O-:30])[cH:31][cH:32]1.[CH3:35][N:36]([CH3:37])[CH:38]=[O:39].[F:1][C:2]([c:3]1[c:4]([F:13])[c:5]([F:12])[c:6]([F:11])[c:7]([F:10])[c:8]1[F:9])([F:14])[F:15].[K+:33].[K:34]>>[F:1][C:2]([c:3]1[c:4]([F:13])[c:5]([F:12])[c:6]([F:11])[c:7]([F:10])[c:8]1[O:30][c:29]1[cH:28][cH:27][c:26]([C:24]([O:23][CH2:16][c:17]2[cH:18][cH:19][cH:20][cH:21][cH:22]2)=[O:25])[cH:32][cH:31]1)([F:14])[F:15]. The reactants are S(=S)(=O)([O-])[O-].[Na+].[Na+] (sodium thiosulfate), C(CCC)OCCOC1=CC=C(C=C1)C=1C=CC2=C(C=C(CCN2CC(C)C)C(=O)NC2=CC=C(C=C2)SCN2N=CC=C2)C1 (7-[4-(2-butoxyethoxy)phenyl]-1-isobutyl-N-[4-[(pyrazol-1-ylmethyl)sulfanyl]phenyl]-2,3-dihydro-1-benzazepine-4-carboxamide), solution, ClC1=CC(=CC=C1)C(=O)OO (3-chloroperbenzoic acid). The solvent is ClCCl (dichloromethane), ClCCl (dichloromethane). Reaction conditions: time 30 minute. The product is C(CCC)OCCOC1=CC=C(C=C1)C=1C=CC2=C(C=C(CCN2CC(C)C)C(=O)NC2=CC=C(C=C2)S(=O)CN2N=CC=C2)C1 (7-[4-(2-butoxyethoxy)phenyl]-1-isobutyl-N-[4-[(pyrazol-1-ylmethyl) sulfinyl]phenyl]-2,3-dihydro-1-benzazepine-4-carboxamide). The yield is 52.0%. RXN SMILES: [CH2:1]([O:5][CH2:6][CH2:7][O:8][C:9]1[CH:14]=[CH:13][C:12]([C:15]2[CH:16]=[CH:17][C:18]3[N:24]([CH2:25][CH:26]([CH3:28])[CH3:27])[CH2:23][CH2:22][C:21]([C:29]([NH:31][C:32]4[CH:37]=[CH:36][C:35]([S:38][CH2:39][N:40]5[CH:44]=[CH:43][CH:42]=[N:41]5)=[CH:34][CH:33]=4)=[O:30])=[CH:20][C:19]=3[CH:45]=2)=[CH:11][CH:10]=1)[CH2:2][CH2:3][CH3:4].ClC1C=CC=C(C(OO)=[O:54])C=1.S([O-])([O-])(=O)=S.[Na+].[Na+]>ClCCl>[CH2:1]([O:5][CH2:6][CH2:7][O:8][C:9]1[CH:14]=[CH:13][C:12]([C:15]2[CH:16]=[CH:17][C:18]3[N:24]([CH2:25][CH:26]([CH3:27])[CH3:28])[CH2:23][CH2:22][C:21]([C:29]([NH:31][C:32]4[CH:33]=[CH:34][C:35]([S:38]([CH2:39][N:40]5[CH:44]=[CH:43][CH:42]=[N:41]5)=[O:54])=[CH:36][CH:37]=4)=[O:30])=[CH:20][C:19]=3[CH:45]=2)=[CH:11][CH:10]=1)[CH2:2][CH2:3][CH3:4] |f:2.3.4|. Procedure details: To a solution of 7-[4-(2-butoxyethoxy)phenyl]-1-isobutyl-N-[4-[(pyrazol-1-ylmethyl)sulfanyl]phenyl]-2,3-dihydro-1-benzazepine-4-carboxamide (150 mg) in dichloromethane (10 ml) was added dropwise 70% solution of 3-chloroperbenzoic acid (59.2 mg) in dichloromethane (10 ml) at −78° C. After finishing the dropping, an aqueous solution of sodium thiosulfate was added to the mixture, and the mixture was allowed to be at room temperature and stirred for 30 minutes, and extracted with ethyl acetate. The... Starting materials: COc1ccc(S(=O)(=O)Cl)cc1, Cc1ccccc1, Cl, COC(=O)c1cc(N)c(Oc2ccccc2OC)c(OCCOC2CCCCO2)c1, c1ccncc1. The product is COC(=O)c1cc(NS(=O)(=O)c2ccc(OC)cc2)c(Oc2ccccc2OC)c(OCCOC2CCCCO2)c1. Reaction SMILES: [CH3:31][O:32][c:33]1[cH:34][cH:35][c:36]([S:39](=[O:40])(=[O:41])[Cl:42])[cH:37][cH:38]1.[CH3:50][c:51]1[cH:52][cH:53][cH:54][cH:55][cH:56]1.[ClH:43].[NH2:1][c:2]1[cH:3][c:4]([C:5](=[O:6])[O:7][CH3:8])[cH:9][c:10]([O:21][CH2:22][CH2:23][O:24][CH:25]2[O:26][CH2:27][CH2:28][CH2:29][CH2:30]2)[c:11]1[O:12][c:13]1[c:14]([O:19][CH3:20])[cH:15][cH:16][cH:17][cH:18]1.[cH:44]1[cH:45][cH:46][n:47][cH:48][cH:49]1>>[NH:1]([c:2]1[cH:3][c:4]([C:5](=[O:6])[O:7][CH3:8])[cH:9][c:10]([O:21][CH2:22][CH2:23][O:24][CH:25]2[O:26][CH2:27][CH2:28][CH2:29][CH2:30]2)[c:11]1[O:12][c:13]1[c:14]([O:19][CH3:20])[cH:15][cH:16][cH:17][cH:18]1)[S:39]([c:36]1[cH:35][cH:34][c:33]([O:32][CH3:31])[cH:38][cH:37]1)(=[O:40])=[O:41]. Reactants: COC(C1=CC(=CC=C1)C=1OC(=NN1)C=1N(C(NC1COC12CC3CC(CC(C1)C3)C2)C2CCCCC2)OCC2=CC=CC=C2)=O (3-{5-[5-(Adamantan-1-yloxymethyl)-3-benzyloxy-2-cyclohexyl-1H-imidazol-4-yl]-[1,3,4]oxadiazol-2-yl}-benzoic acid methyl ester), COC(C1=CC(=CC=C1)C(=O)N(N)C(=O)C=1N(C(NC1COC12CC3CC(CC(C1)C3)C2)C2CCCCC2)OCC2=CC=CC=C2)=O (3-{N1-[5-(Adamantan-1-yloxymethyl)-3-benzyloxy-2-cyclohexyl-1H-imidazole-4-carbonyl]-hydrazinocarbonyl}-benzoic acid methyl ester). Yields the product C12(CC3CC(CC(C1)C3)C2)OCC2=C(N(C(N2)C2CCCCC2)O)C2=NN=C(O2)C=2C=C(C(=O)O)C=CC2 (3-{5-[5-(Adamantan-1-yloxymethyl)-2-cyclohexyl-3-hydroxy-1H-imidazol-4-yl]-[1,3,4]oxadiazol-2-yl}-benzoic acid). Reaction SMILES: C[O:2][C:3](=[O:46])[C:4]1[CH:9]=[CH:8][CH:7]=[C:6]([C:10]2[O:11][C:12]([C:15]3[N:16]([O:38]CC4C=CC=CC=4)[CH:17]([CH:32]4[CH2:37][CH2:36][CH2:35][CH2:34][CH2:33]4)[NH:18][C:19]=3[CH2:20][O:21][C:22]34[CH2:31][CH:26]5[CH2:27][CH:28]([CH2:30][CH:24]([CH2:25]5)[CH2:23]3)[CH2:29]4)=[N:13][N:14]=2)[CH:5]=1.COC(=O)C1C=CC=C(C(N(C(C2N(OCC3C=CC=CC=3)C(C3CCCCC3)NC=2COC23CC4CC(CC(C4)C2)C3)=O)N)=O)C=1>>[C:22]12([O:21][CH2:20][C:19]3[NH:18][CH:17]([CH:32]4[CH2:37][CH2:36][CH2:35][CH2:34][CH2:33]4)[N:16]([OH:38])[C:15]=3[C:12]3[O:11][C:10]([C:6]4[CH:5]=[C:4]([CH:9]=[CH:8][CH:7]=4)[C:3]([OH:46])=[O:2])=[N:14][N:13]=3)[CH2:23][CH:24]3[CH2:30][CH:28]([CH2:27][CH:26]([CH2:25]3)[CH2:31]1)[CH2:29]2. Procedure: 3-{5-[5-(Adamantan-1-yloxymethyl)-3-benzyloxy-2-cyclohexyl-1H-imidazol-4-yl]-[1,3,4]oxadiazol-2-yl}-benzoic acid methyl ester. The title compound was prepared essentially using the procedure in Example 9, step a, with the modification that 3-{N1-[5-(Adamantan-1-yloxymethyl)-3-benzyloxy-2-cyclohexyl-1H-imidazole-4-carbonyl]-hydrazinocarbonyl}-benzoic acid methyl ester was used instead of 3-{N1-[5-(Adamantan-1-yloxymethyl)-2-cyclohexyl-1H-imidazole-4-carbonyl]-hydrazinocarbonyl}-benzoic acid methy... The reactants are COC=1C=C(C=CC1OC)NC=1N=CC2=C(C3=C(NC(C2)=O)C=C(C=C3)I)N1 (2-(3,4-dimethoxy-phenylamino)-9-iodo-5H,7H-benzo[b]pyrimido[4,5-d]azepin-6-one), CC(=O)OC(=O)C (Ac2O), C(=O)O[Li] (HCOOLi), [Li+].[Cl-] (LiCl), CCN(C(C)C)C(C)C (i-Pr2NEt). Reagents/catalysts: CC(=O)[O-].CC(=O)[O-].[Pd+2] (Pd(OAc)2). Solvent: CN(C)C=O (DMF), C(Cl)Cl (CH2Cl2), CCOC(=O)C (EtOAc). Conditions: temperature 80 celsius. The product is COC=1C=C(C=CC1OC)NC=1N=CC2=C(C3=C(NC(C2)=O)C=C(C=C3)C(=O)O)N1 (2-(3,4-Dimethoxy-phenylamino)-6-oxo-6,7-dihydro-5H-benzo[b]pyrimido[4,5-d]azepine-9-carboxylic acid). Reaction SMILES: [CH3:1][O:2][C:3]1[CH:4]=[C:5]([NH:11][C:12]2[N:13]=[CH:14][C:15]3[CH2:21][C:20](=[O:22])[NH:19][C:18]4[CH:23]=[C:24](I)[CH:25]=[CH:26][C:17]=4[C:16]=3[N:28]=2)[CH:6]=[CH:7][C:8]=1[O:9][CH3:10].C[C:30]([O:32]C(C)=O)=[O:31].C(O[Li])=O.[Li+].[Cl-].CCN(C(C)C)C(C)C>CN(C=O)C.C(Cl)Cl.CC([O-])=O.CC([O-])=O.[Pd+2].CCOC(C)=O>[CH3:1][O:2][C:3]1[CH:4]=[C:5]([NH:11][C:12]2[N:13]=[CH:14][C:15]3[CH2:21][C:20](=[O:22])[NH:19][C:18]4[CH:23]=[C:24]([C:30]([OH:32])=[O:31])[CH:25]=[CH:26][C:17]=4[C:16]=3[N:28]=2)[CH:6]=[CH:7][C:8]=1[O:9][CH3:10] |f:3.4,8.9.10|. Procedure details: To a solution of 2-(3,4-dimethoxy-phenylamino)-9-iodo-5H,7H-benzo[b]pyrimido[4,5-d]azepin-6-one (I-30) (0.60 g, 1.20 mmol) in dry DMF (8 mL) was added Ac2O (0.23 mL, 2.44 mmol), HCOOLi (0.19 g, 3.66 mmol), LiCl (0.155 g, 3.66 mmol), and Pd(OAc)2 (0.01 g, 0.06 mmol). Lastly, i-Pr2NEt (0.42 mL, 2.44 mmol) was added and the mixture heated for 16 h at 80° C. in a sealed tube. The reaction mixture was then diluted with CH2Cl2 (30 mL), and the organic layer was washed with H2O (3×30 mL), dried over Mg... The reactants are ClC=1C2=C(N=CN1)N(C=C2Cl)COCCOC(C)=O (4,5-Dichloro-7-(2-acetoxyethoxymethyl)pyrrolo[2,3-d]pyrimidine), N (ammonia). Solvent: CO (methanol), CO (methanol). Run at time 20 hour. The product is ClC=1C2=C(N=CN1)N(C=C2Cl)COCCO (4,5-Dichloro-7-(2-hydroxyethoxymethyl)pyrrolo[2,3-d]pyrimidine). Reaction SMILES: [Cl:1][C:2]1[C:3]2[C:10]([Cl:11])=[CH:9][N:8]([CH2:12][O:13][CH2:14][CH2:15][O:16]C(=O)C)[C:4]=2[N:5]=[CH:6][N:7]=1.N>CO>[Cl:1][C:2]1[C:3]2[C:10]([Cl:11])=[CH:9][N:8]([CH2:12][O:13][CH2:14][CH2:15][OH:16])[C:4]=2[N:5]=[CH:6][N:7]=1. Procedure: N-Chlorosuccinimide was added to a solution of 4-chloro-7-(2-acetoxyethoxymethyl)pyrrolo[2,3-d]pyrimidine (3) (0.35 g) in dry methylene chloride (15 mL). The reaction mixture was stirred at room temperature for 8 days. At that time, TLC established a complete disappearance of starting material. Water (50 mL) was added to the mixture and the product was extracted with CHCl3 (3×30 mL). The chloroform extracts were combined and washed with water, then dried over anhydrous Na2SO4. The solvent was re... Reactants: C(C1=CC=CC=C1)C1=NN=C(C2=CC=CC=C12)N1CCN(CC1)C1=NC=C(N=C1)C(=C)C (4-(4-Benzyl-phthalazin-1-yl)-5′-isopropenyl-3,4,5,6-tetrahydro-2H-[1,2′]bipyrazinyl), [H][H] (hydrogen). Reagents/catalysts: [OH-].[Pd+2].[OH-] (Palladium hydroxide). The solvent is CO (MeOH). Run at time 3 hour. Yields the product C(C1=CC=CC=C1)C1=NN=C(C2=CC=CC=C12)N1CCN(CC1)C1=NC=C(N=C1)C(C)C (4-(4-Benzyl-phthalazin-1-yl)-5′-isopropyl-3,4,5,6-tetrahydro-2H-[1,2′]bipyrazinyl). The yield is 35.1%. Reaction SMILES: [CH2:1]([C:8]1[C:17]2[C:12](=[CH:13][CH:14]=[CH:15][CH:16]=2)[C:11]([N:18]2[CH2:23][CH2:22][N:21]([C:24]3[CH:29]=[N:28][C:27]([C:30]([CH3:32])=[CH2:31])=[CH:26][N:25]=3)[CH2:20][CH2:19]2)=[N:10][N:9]=1)[C:2]1[CH:7]=[CH:6][CH:5]=[CH:4][CH:3]=1.[H][H]>CO.[OH-].[Pd+2].[OH-]>[CH2:1]([C:8]1[C:17]2[C:12](=[CH:13][CH:14]=[CH:15][CH:16]=2)[C:11]([N:18]2[CH2:19][CH2:20][N:21]([C:24]3[CH:29]=[N:28][C:27]([CH:30]([CH3:32])[CH3:31])=[CH:26][N:25]=3)[CH2:22][CH2:23]2)=[N:10][N:9]=1)[C:2]1[CH:3]=[CH:4][CH:5]=[CH:6][CH:7]=1 |f:3.4.5|. Procedure details: 4-(4-Benzyl-phthalazin-1-yl)-5′-isopropenyl-3,4,5,6-tetrahydro-2H-[1,2′]bipyrazinyl (50 mg, 0.118 mmol) is dissolved in MeOH (2 mL). Palladium hydroxide (25 mg) is added to the flask capped with a septum and balloon of hydrogen. The reaction is stirred 3 h at room temperature. Filter through a small pad of silica gel and wash behind with EtOAc. Concentrate the filtrate in vacuo. The residue is purified by flash chromatography on silica gel (EtOAc/Heptane) to afford the title compound (17.6 mg, 3... Reactants: O=C1c2ccccc2C(=O)N1CCCCCO, O=C([O-])O, CCOCC, [Na+], BrP(Br)Br. As a reaction SMILES: [C:1]1(=[O:17])[c:2]2[c:3]([cH:13][cH:14][cH:15][cH:16]2)[C:4](=[O:12])[N:5]1[CH2:6][CH2:7][CH2:8][CH2:9][CH2:10][OH:11].[C:22](=[O:23])([O-:24])[OH:25].[CH3:27][CH2:28][O:29][CH2:30][CH3:31].[Na+:26].[P:18]([Br:19])([Br:20])[Br:21]>>[C:1]1(=[O:17])[c:2]2[c:3]([cH:13][cH:14][cH:15][cH:16]2)[C:4](=[O:12])[N:5]1[CH2:6][CH2:7][CH2:8][CH2:9][CH2:10][Br:19]. Yields the product O=C1c2ccccc2C(=O)N1CCCCCBr.